Dataset: the Open Reaction Database (ORD), a public repository of structured organic reaction records. Task: describe an organic reaction: reactants, conditions, products, and yield Starting materials: COC1=CC=C(COC(COC=2N=CC(=NC2)C(=O)N)(C)C)C=C1 (5-{2-[(4-methoxybenzyl)oxy]-2-methylpropoxy}pyrazin-2-amide), C1(CC1)C=1C=C(C=CC1S(=O)(=O)C1CC1)[C@H](C(=O)O)C[C@@H]1CC(CC1)=O ((2R)-2-[3-cyclopropyl-4-(cyclopropylsulfonyl)phenyl]-3-[(1R)-3-oxocyclopentyl]propanoic acid), C(C(=O)Cl)(=O)Cl (oxalyl chloride), CN(C)C=O (DMF). The solvent is N1=CC=CC=C1 (pyridine), ClCCl (dichloromethane), O (water). Conditions: time 10 minute. Product: C1(CC1)C=1C=C(C=CC1S(=O)(=O)C1CC1)[C@H](C(=O)NC1=NC=C(N=C1)OCC(C)(C)OCC1=CC=C(C=C1)OC)C[C@@H]1CC(CC1)=O ((2R)-2-[3-cyclopropyl-4-(cyclopropylsulfonyl)phenyl]-N-(5-{2-[(4-methoxybenzyl)oxy]-2-methylpropoxy}pyrazin-2-yl)-3-[(1R)-3-oxocyclopentyl]propanamide). As a reaction SMILES: [CH:1]1([C:4]2[CH:5]=[C:6]([C@@H:16]([CH2:20][C@H:21]3[CH2:25][CH2:24][C:23](=[O:26])[CH2:22]3)[C:17]([OH:19])=O)[CH:7]=[CH:8][C:9]=2[S:10]([CH:13]2[CH2:15][CH2:14]2)(=[O:12])=[O:11])[CH2:3][CH2:2]1.C(Cl)(=O)C(Cl)=O.C[N:34](C=O)C.[CH3:38][O:39][C:40]1[CH:61]=[CH:60][C:43]([CH2:44][O:45][C:46]([CH3:59])([CH3:58])[CH2:47][O:48][C:49]2[N:50]=[CH:51][C:52](C(N)=O)=[N:53][CH:54]=2)=[CH:42][CH:41]=1>ClCCl.O.N1C=CC=CC=1>[CH:1]1([C:4]2[CH:5]=[C:6]([C@@H:16]([CH2:20][C@H:21]3[CH2:25][CH2:24][C:23](=[O:26])[CH2:22]3)[C:17]([NH:34][C:52]3[CH:51]=[N:50][C:49]([O:48][CH2:47][C:46]([O:45][CH2:44][C:43]4[CH:60]=[CH:61][C:40]([O:39][CH3:38])=[CH:41][CH:42]=4)([CH3:59])[CH3:58])=[CH:54][N:53]=3)=[O:19])[CH:7]=[CH:8][C:9]=2[S:10]([CH:13]2[CH2:14][CH2:15]2)(=[O:11])=[O:12])[CH2:2][CH2:3]1. Procedure details: To a solution of (2R)-2-[3-cyclopropyl-4-(cyclopropylsulfonyl)phenyl]-3-[(1R)-3-oxocyclopentyl]propanoic acid (99 mg) in dichloromethane (2.0 mL) were added oxalyl chloride (27 μL) and DMF (3 μL) under ice-cooling, followed by stirring for 10 minutes. Thereafter, pyridine (28 μL) and 5-{2-[(4-methoxybenzyl)oxy]-2-methylpropoxy}pyrazin-2-amide (53 mg) were added thereto under ice-cooling, followed by stirring for 20 minutes. To the reaction mixture was added water, followed by extraction with eth... Reactants: [BH4-].[Na+] (sodium borohydride), FC=1C=CC(=NC1)C(=O)C1=NC2=CC=CC=C2C(=N1)NC1=NNC(=C1)C ((5-fluoropyridin-2-yl)(4-(5-methyl-1H-pyrazol-3-ylamino)quinazolin-2-yl)methanone), C1(CC1)N (cyclopropylamine), CO (Methanol), [BH4-].[Na+] (sodium borohydride), C1(CC1)N (cyclopropylamine). Run in CC(C)O (2-propanol), CC(C)O (2-propanol), CC(=O)O (HOAc). Conditions: temperature 140 celsius. The product is C1(CC1)NC(C1=NC2=CC=CC=C2C(=N1)NC1=NNC(=C1)C)C1=NC=C(C=C1)F (2-((cyclopropylamino)(5-fluoropyridin-2-yl)methyl)-N-(5-methyl-1H-pyrazol-3-yl)quinazolin-4-amine). RXN SMILES: [F:1][C:2]1[CH:3]=[CH:4][C:5]([C:8]([C:10]2[N:19]=[C:18]([NH:20][C:21]3[CH:25]=[C:24]([CH3:26])[NH:23][N:22]=3)[C:17]3[C:12](=[CH:13][CH:14]=[CH:15][CH:16]=3)[N:11]=2)=O)=[N:6][CH:7]=1.[CH:27]1([NH2:30])[CH2:29][CH2:28]1.[BH4-].[Na+].CO>CC(O)C.CC(O)=O>[CH:27]1([NH:30][CH:8]([C:5]2[CH:4]=[CH:3][C:2]([F:1])=[CH:7][N:6]=2)[C:10]2[N:19]=[C:18]([NH:20][C:21]3[CH:25]=[C:24]([CH3:26])[NH:23][N:22]=3)[C:17]3[C:12](=[CH:13][CH:14]=[CH:15][CH:16]=3)[N:11]=2)[CH2:29][CH2:28]1 |f:2.3|. Procedure: To (5-fluoropyridin-2-yl)(4-(5-methyl-1H-pyrazol-3-ylamino)quinazolin-2-yl)methanone from Example 1 (1 equiv) in 2-propanol are added cyclopropylamine (5 equiv) and 3 Å(8-12 mesh) molecular sieves, and the mixture is heated at 140° C. in a microwave reactor. Additional cyclopropylamine is added and microwave or conventional heating is continued until the reaction is substantially complete according to NMR. Then a suspension of sodium borohydride (10 equiv) in 2-propanol is added and the mixture ... Starting materials: Nc1c(I)cc(Br)cc1[N+](=O)[O-], CCO, [Cu+2], O=N[O-], [Na+], O=S(=O)([O-])[O-], O=S(=O)(O)O. Product: O=[N+]([O-])c1cc(Br)cc(I)c1. As a reaction SMILES: [Br:1][c:2]1[cH:3][c:4]([I:12])[c:5]([NH2:6])[c:7]([N+:9](=[O:10])[O-:11])[cH:8]1.[CH3:22][CH2:23][OH:24].[Cu+2:25].[N:18]([O-:19])=[O:20].[Na+:21].[O-:26][S:27](=[O:28])(=[O:29])[O-:30].[S:13](=[O:14])(=[O:15])([OH:16])[OH:17]>>[Br:1][c:2]1[cH:3][c:4]([I:12])[cH:5][c:7]([N+:9](=[O:10])[O-:11])[cH:8]1. Starting materials: OC1=C2C(C=C(OC2=CC=C1)C1=CC=CC=C1)=O (5-hydroxyflavone), BrCCCCCl (1-bromo-4-chlorobutane), OC1CCNCC1 (4-hydroxypiperidine). The product is Cl.OC1CCN(CC1)CCCCOC1=CC=CC2=C1C(C=C(O2)C2=CC=CC=C2)=O (5-[4-(4-Hydroxypiperidinyl)butoxy]-2-phenyl-4H-1-benzopyran-4-one hydrochloride). As a reaction SMILES: [OH:1][C:2]1[CH:11]=[CH:10][CH:9]=[C:8]2[C:3]=1[C:4](=[O:18])[CH:5]=[C:6]([C:12]1[CH:17]=[CH:16][CH:15]=[CH:14][CH:13]=1)[O:7]2.Br[CH2:20][CH2:21][CH2:22][CH2:23][Cl:24].[OH:25][CH:26]1[CH2:31][CH2:30][NH:29][CH2:28][CH2:27]1>>[ClH:24].[OH:25][CH:26]1[CH2:31][CH2:30][N:29]([CH2:20][CH2:21][CH2:22][CH2:23][O:1][C:2]2[C:3]3[C:4](=[O:18])[CH:5]=[C:6]([C:12]4[CH:13]=[CH:14][CH:15]=[CH:16][CH:17]=4)[O:7][C:8]=3[CH:9]=[CH:10][CH:11]=2)[CH2:28][CH2:27]1 |f:3.4|. Procedure details: The compound was prepared by the method of Example 21 from 5-hydroxyflavone, 1-bromo-4-chlorobutane, and 4-hydroxypiperidine: mp 161°-163° C. Reactants: FC(C=1C=C(C=CC1)N1N=C(CC1)N)(F)F (1-(3-trifluoromethylphenyl)-4,5-dihydro-1H-pyrazol-3-amine), COC1=CC=C(N)C=C1 (4-methoxyaniline), C1(=CC=C(C=C1)S(=O)(=O)O)C (p-toluenesulphonic acid), Cl (hydrochloric acid). The solvent is CCOCC (ether). Product: FC(C=1C=C(C=CC1)N1N=C(CC1)NC1=CC=C(C=C1)OC)(F)F (1-(3-Trifluoromethylphenyl)-4,5-dihydro-N-(4-methoxy phenyl)-1H-pyrazol-3-amine). Yield: 29.7%. Reaction SMILES: [F:1][C:2]([F:16])([F:15])[C:3]1[CH:4]=[C:5]([N:9]2[CH2:13][CH2:12][C:11]([NH2:14])=[N:10]2)[CH:6]=[CH:7][CH:8]=1.[CH3:17][O:18][C:19]1[CH:25]=[CH:24][C:22](N)=[CH:21][CH:20]=1.C1(C)C=CC(S(O)(=O)=O)=CC=1.Cl>CCOCC>[F:16][C:2]([F:1])([F:15])[C:3]1[CH:4]=[C:5]([N:9]2[CH2:13][CH2:12][C:11]([NH:14][C:22]3[CH:24]=[CH:25][C:19]([O:18][CH3:17])=[CH:20][CH:21]=3)=[N:10]2)[CH:6]=[CH:7][CH:8]=1. Reported procedure: A mixture of 1-(3-trifluoromethylphenyl)-4,5-dihydro-1H-pyrazol-3-amine (0.23 g), 4-methoxyaniline (0.37 g) and p-toluenesulphonic acid (0.17 g) was heated in an oil bath at 140° under nitrogen for 15 minutes. The reaction was cooled, dilute hydrochloric acid and ether added and the organic phase separated, dried over sodium sulphate, filtered and evaporated to leave a yellow solid, which on trituration with pentane gave the colourless title compound (0.1 g) m.p. 127°-8°.